Dataset: the Open Reaction Database (ORD), a public repository of structured organic reaction records. Task: describe an organic reaction: reactants, conditions, products, and yield Reactants: CCOC(=O)Cl, O=C(Cn1c(=O)sc2ccc(Cl)cc21)N1CCC(O)CC1, c1ccncc1. Yields the product CCOC(=O)OC1CCN(C(=O)Cn2c(=O)sc3ccc(Cl)cc32)CC1. Reaction SMILES: [C:22]([O:23][CH2:24][CH3:25])(=[O:26])[Cl:27].[Cl:1][c:2]1[cH:3][cH:4][c:5]2[c:6]([n:7]([CH2:11][C:12](=[O:13])[N:14]3[CH2:15][CH2:16][CH:17]([OH:20])[CH2:18][CH2:19]3)[c:8](=[O:10])[s:9]2)[cH:21]1.[cH:28]1[cH:29][cH:30][n:31][cH:32][cH:33]1>>[Cl:1][c:2]1[cH:3][cH:4][c:5]2[c:6]([n:7]([CH2:11][C:12](=[O:13])[N:14]3[CH2:15][CH2:16][CH:17]([O:20][C:22]([O:23][CH2:24][CH3:25])=[O:26])[CH2:18][CH2:19]3)[c:8](=[O:10])[s:9]2)[cH:21]1. The reactants are CC(=O)OC(C)=O, [Na+], O=C([O-])O, C1CCOC1, O, Cc1c(C)c2c(c(C)c1O)CCC(C)(CC(=O)O)O2, c1ccncc1. Yields the product CC(=O)Oc1c(C)c(C)c2c(c1C)CCC(C)(CC(=O)O)O2. Reaction SMILES: [CH3:26][C:27](=[O:28])[O:29][C:30](=[O:31])[CH3:32].[Na+:37].[O-:33][C:34]([OH:35])=[O:36].[O:38]1[CH2:39][CH2:40][CH2:41][CH2:42]1.[OH2:43].[OH:1][c:2]1[c:3]([CH3:19])[c:4]2[c:9]([c:10]([CH3:13])[c:11]1[CH3:12])[O:8][C:7]([CH3:14])([CH2:15][C:16](=[O:17])[OH:18])[CH2:6][CH2:5]2.[cH:20]1[cH:21][cH:22][n:23][cH:24][cH:25]1>>[O:1]([c:2]1[c:3]([CH3:19])[c:4]2[c:9]([c:10]([CH3:13])[c:11]1[CH3:12])[O:8][C:7]([CH3:14])([CH2:15][C:16](=[O:17])[OH:18])[CH2:6][CH2:5]2)[C:27]([CH3:26])=[O:28]. Reaction SMILES: C([Li])CCC.[N:6]1[CH:11]=[CH:10][CH:9]=[C:8]([CH3:12])[CH:7]=1.C[O:14][C:15]([C:17]1[CH:18]=[C:19]2[C:23](=[CH:24][CH:25]=1)[CH2:22][CH2:21][CH2:20]2)=O.O>O1CCCC1.C(NC(C)C)(C)C>[CH2:22]1[C:23]2[C:19](=[CH:18][C:17]([C:15](=[O:14])[CH2:12][C:8]3[CH:7]=[N:6][CH:11]=[CH:10][CH:9]=3)=[CH:25][CH:24]=2)[CH2:20][CH2:21]1. Starting materials: COC(=O)C=1C=C2CCCC2=CC1 (5-methoxycarbonyl indane), hexanoic solution, C(CCC)[Li] (n-butyl lithium), N1=CC(=CC=C1)C (β-picoline), O (water). Yield: 83.2%. Run at time 30 minute. The product is C1CCC2=CC(=CC=C12)C(CC=1C=NC=CC1)=O (1-(5-indanyl)-2-(3-pyridyl)-ethanone). Solvent: O1CCCC1 (tetrahydrofuran), C(C)(C)NC(C)C (diisopropylamine). Reported procedure: In 80 ml of anhydrous tetrahydrofuran was dissolved 8.86 ml of diisopropylamine. The solution was cooled to -10°, to which was added dropwise 39.5 ml of a hexanoic solution of n-butyl lithium (1.6M). Then, the mixture was stirred for 30 minutes at the same temperature, followed by dropwise addition of 5.34 g of β-picoline. The mixture was stirred for 30 minutes, to which was added dropwise 5 g of 5-methoxycarbonyl indane dissolved in 10 ml of anhydrous tetrohydrofuran. Then, the mixture was stir... The reactants are C(CCC)[Li] (n-butyllithium), C(#N)C1=C(C=CC(=C1)C(F)(F)F)O (2-cyano-4-trifluoromethylphenol), BrC1=NC=CC=C1 (2-bromopyridine). Run in CCCCCC (hexane), O1CCCC1 (tetrahydrofuran), O1CCCC1 (tetrahydrofuran). Conditions: time 30 minute. Product: FC(C=1C=CC2=C(C(=NC(O2)(C)C)C2=NC=CC=C2)C1)(F)F (6-trifluoromethyl-2,2-dimethyl-4-(2-pyridyl)-2H-1,3-benzoxazine). As a reaction SMILES: Br[C:2]1[CH:7]=[CH:6][CH:5]=[CH:4][N:3]=1.[CH2:8]([Li])[CH2:9][CH2:10]C.[C:13]([C:15]1[CH:20]=[C:19]([C:21]([F:24])([F:23])[F:22])[CH:18]=[CH:17][C:16]=1[OH:25])#[N:14]>O1CCCC1.CCCCCC>[F:24][C:21]([F:22])([F:23])[C:19]1[CH:18]=[CH:17][C:16]2[O:25][C:9]([CH3:10])([CH3:8])[N:14]=[C:13]([C:2]3[CH:7]=[CH:6][CH:5]=[CH:4][N:3]=3)[C:15]=2[CH:20]=1. Procedure details: A solution of 2-bromopyridine (0.47 g) in anhydrous tetrahydrofuran (5 ml) was cooled to -78° C. and 1.6M n-butyllithium in hexane (2.1 ml) was added dropwise under an argon atmosphere. The mixture was stirred for 30 minutes. Then, a solution of 2-cyano-4-trifluoromethylphenol (0.19 g) in anhydrous tetrahydrofuran (5 ml) was added to the reaction mixture and the resulting mixture was stirred at -78° C. for an additional 1 hour. The reaction was quenched by adding acetic acid (0.18 g) to the reac... Reactants: CCO (EtOH), O=C1O[C@@H]([C@@H](N[C@H]1CC1=CC(=C(C=C1)O)C(C)(C)C)C1=CC=CC=C1)C1=CC=CC=C1 ((2R, 3S, 5S)-6-oxo-2,3-diphenyl-5-(3-tert-butyl-4-hydroxybenzyl)morpholine), CCO (EtOH). The reagents and catalysts are Cl[Pd]Cl (PdCl2). Run in C1CCOC1 (THF), C1CCOC1 (THF). Reaction conditions: time 18 hour. The product is C(C)(C)(C)C=1C=C(C[C@H](N)C(=O)O)C=CC1O (3-tert-butyl-L-tyrosine). Isolated yield 105.9%. Reaction SMILES: CCO.[O:4]=[C:5]1[C@H:10]([CH2:11][C:12]2[CH:17]=[CH:16][C:15]([OH:18])=[C:14]([C:19]([CH3:22])([CH3:21])[CH3:20])[CH:13]=2)[NH:9][C@@H](C2C=CC=CC=2)[C@@H](C2C=CC=CC=2)[O:6]1>C1COCC1.Cl[Pd]Cl>[C:19]([C:14]1[CH:13]=[C:12]([CH:17]=[CH:16][C:15]=1[OH:18])[CH2:11][C@@H:10]([C:5]([OH:6])=[O:4])[NH2:9])([CH3:22])([CH3:20])[CH3:21]. Procedure: To a 300 mL Parr bottle were added 0.73 g of PdCl2 and 20 mL of 1:1 THF:EtOH. To this was added a solution of 2.43 g of (2R, 3S, 5S)-6-oxo-2,3-diphenyl-5-(3-tert-butyl-4-hydroxybenzyl)morpholine in 80 mL of 1:1 THF:EtOH. The mixture was deoxygenated by bubbling nitrogen through for 10 min and was hydrogenated at 45 psi for 18 h. The vessel was purged with nitrogen, catalyst removed by filtration, and the filtrate concentrated in vacuo. The residue was partitioned between water and hexane. The aq... Starting materials: esters, FC1=C(C=C(CN2[C@H](CCCC2)C(=O)NC2(CC2)C2=CC=C(C(=O)OC)C=C2)C=C1)C ((R)-methyl 4-(1-(1-(4-fluoro-3-methylbenzyl)piperidine-2-carboxamido)cyclopropyl)benzoate), O[Li].O (LiOH H2O). The product is FC1=C(C=C(CN2[C@H](CCCC2)C(=O)NC2(CC2)C2=CC=C(C(=O)O)C=C2)C=C1)C ((R)-4-(1-(1-(4-fluoro-3-methylbenzyl)piperidine-2-carboxamido)cyclopropyl)benzoic acid). Isolated yield 31.7%. RXN SMILES: [F:1][C:2]1[CH:30]=[CH:29][C:5]([CH2:6][N:7]2[CH2:12][CH2:11][CH2:10][CH2:9][C@@H:8]2[C:13]([NH:15][C:16]2([C:19]3[CH:28]=[CH:27][C:22]([C:23]([O:25]C)=[O:24])=[CH:21][CH:20]=3)[CH2:18][CH2:17]2)=[O:14])=[CH:4][C:3]=1[CH3:31].O[Li].O>>[F:1][C:2]1[CH:30]=[CH:29][C:5]([CH2:6][N:7]2[CH2:12][CH2:11][CH2:10][CH2:9][C@@H:8]2[C:13]([NH:15][C:16]2([C:19]3[CH:20]=[CH:21][C:22]([C:23]([OH:25])=[O:24])=[CH:27][CH:28]=3)[CH2:18][CH2:17]2)=[O:14])=[CH:4][C:3]=1[CH3:31] |f:1.2|. Reported procedure: The title compound (E12) (10.1 mg) was prepared according to the general procedure for esters hydrolysis starting from (R)-methyl 4-(1-(1-(4-fluoro-3-methylbenzyl)piperidine-2-carboxamido)cyclopropyl)benzoate (D29) (33 mg). (LiOH H2O: 3 eq; reaction time: 3 hrs) Reactants: BrC1=C(C(=CC(=C1)C1=C2C=CC=CC2=C(C2=C1C1=C(S2)C=CC=C1)Br)Br)O (2,6-dibromo-4-(6-bromo-benzo[b]naphtho[2,3-d]thiophen-11-yl)-phenol), C([O-])([O-])=O.[K+].[K+] (potassium carbonate), BrCC#N (Bromoacetonitrile), O (water). Run in CN(C)C=O (DMF). Reaction conditions: time 2.5 hour. Yields the product BrC1=C(OCC#N)C(=CC(=C1)C1=C2C=CC=CC2=C(C2=C1C1=C(S2)C=CC=C1)Br)Br ([2,6-Dibromo-4-(6-bromo-benzo[b]naphtho[2.3-d]thiophen- 11-yl)-phenoxy]-acetonitrile). The yield is 96.1%. Reaction SMILES: Br[CH2:2][C:3]#[N:4].[Br:5][C:6]1[CH:11]=[C:10]([C:12]2[C:21]3[C:22]4[CH:28]=[CH:27][CH:26]=[CH:25][C:23]=4[S:24][C:20]=3[C:19]([Br:29])=[C:18]3[C:13]=2[CH:14]=[CH:15][CH:16]=[CH:17]3)[CH:9]=[C:8]([Br:30])[C:7]=1[OH:31].C(=O)([O-])[O-].[K+].[K+].O>CN(C=O)C>[Br:5][C:6]1[CH:11]=[C:10]([C:12]2[C:21]3[C:22]4[CH:28]=[CH:27][CH:26]=[CH:25][C:23]=4[S:24][C:20]=3[C:19]([Br:29])=[C:18]3[C:13]=2[CH:14]=[CH:15][CH:16]=[CH:17]3)[CH:9]=[C:8]([Br:30])[C:7]=1[O:31][CH2:2][C:3]#[N:4] |f:2.3.4|. Procedure details: Bromoacetonitrile (0.25 mL, 3.56 mmol) was added to a room temperature, stirred suspension of 2,6-dibromo-4-(6-bromo-benzo[b]naphtho[2,3-d]thiophen-11-yl)-phenol (1.0 g, 1.78 mmol) and potassium carbonate (0.615 g, 4.45 mmol) in DMF (5 mL). After 2.5 h, the reaction mixture was added to water, filtered, washed with water and triturated with petroleum ether. The solid was dried in vacuo at 80° C. to provide the title compound as a white solid (1.03 g, 96%): NMR (DMSO-d6); δ8.29 (d, J=8 Hz, 1 H), ... The reactants are O (Water), N1(CCCC1)C1=CC=C(C=C1)C=1C(=NC=CC1)N (3-(4-(pyrrolidin-1-yl)phenyl)pyridin-2-amine), [H-].[Na+] (NaH), ClCCS(=O)(=O)Cl (2-chloroethanesulfonyl chloride). Run in C1CCOC1 (THF), C1CCOC1 (THF). Run at temperature 50 celsius, time 1 hour. Product: N1(CCCC1)C1=CC=C(C=C1)C1=CC=CN2C1=NS(CC2)(=O)=O (9-(4-pyrrolidin-1-ylphenyl)-3,4-dihydropyrido[2,1-c][1,2,4]thiadiazine 2,2-dioxide). Yield: 63.2%. RXN SMILES: [N:1]1([C:6]2[CH:11]=[CH:10][C:9]([C:12]3[C:13]([NH2:18])=[N:14][CH:15]=[CH:16][CH:17]=3)=[CH:8][CH:7]=2)[CH2:5][CH2:4][CH2:3][CH2:2]1.[H-].[Na+].Cl[CH2:22][CH2:23][S:24](Cl)(=[O:26])=[O:25].O>C1COCC1>[N:1]1([C:6]2[CH:7]=[CH:8][C:9]([C:12]3[C:13]4=[N:18][S:24](=[O:26])(=[O:25])[CH2:23][CH2:22][N:14]4[CH:15]=[CH:16][CH:17]=3)=[CH:10][CH:11]=2)[CH2:5][CH2:4][CH2:3][CH2:2]1 |f:1.2|. Procedure: A mixture of 3-(4-(pyrrolidin-1-yl)phenyl)pyridin-2-amine (17.0 mg) in THF (dry) (5 mL) was added to a mixture of NaH (60%, 14.2 mg) and 2-chloroethanesulfonyl chloride (34.7 mg) in THF (dry) (5.00 mL) at room temperature. The mixture was stirred at 50° C. for 1 hr. Water and NH silica gel were added and the mixture was concentrated in vacuo. The residue was purified by column chromatography (NH silica gel, eluted with MeOH in EtOAc) to give the title compound (14.8 mg) as a pale yellow solid. The reactants are [Br-], C1CCOC1, C[Mg+], [Cl-], CC(C)S(=O)(=O)c1ccccc1Nc1nc(Cl)nc(Cl)c1C=O, [NH4+]. Product: CC(O)c1c(Cl)nc(Cl)nc1Nc1ccccc1S(=O)(=O)C(C)C. RXN SMILES: [Br-:24].[CH2:29]1[O:30][CH2:31][CH2:32][CH2:33]1.[CH3:25][Mg+:26].[Cl-:27].[Cl:1][c:2]1[n:3][c:4]([NH:11][c:12]2[c:13]([S:18](=[O:19])(=[O:20])[CH:21]([CH3:22])[CH3:23])[cH:14][cH:15][cH:16][cH:17]2)[c:5]([CH:9]=[O:10])[c:6]([Cl:8])[n:7]1.[NH4+:28]>>[Cl:1][c:2]1[n:3][c:4]([NH:11][c:12]2[c:13]([S:18](=[O:19])(=[O:20])[CH:21]([CH3:22])[CH3:23])[cH:14][cH:15][cH:16][cH:17]2)[c:5]([CH:9]([OH:10])[CH3:25])[c:6]([Cl:8])[n:7]1.